This data is from the Open Reaction Database (ORD), a public repository of structured organic reaction records. The task is: describe an organic reaction: reactants, conditions, products, and yield Reactants: C(C)OC(C(=O)C=1SC=CC1NC1=C(C=CC=C1C)Cl)=O (3-(2-chloro-6-methylanilino)-2-thiophenglyoxylic acid ethyl ester), B(=O)[O-].[Na+] (sodium boranate). The solvent is CN(C=O)C (dimethylformamide). Product: C(C)OC(CC=1SC=CC1NC1=C(C=CC=C1C)Cl)=O (3-(2-chloro-6-methylanilino)-2-thiophenacetic acid ethyl ester). As a reaction SMILES: [CH2:1]([O:3][C:4](=[O:21])[C:5]([C:7]1[S:8][CH:9]=[CH:10][C:11]=1[NH:12][C:13]1[C:18]([CH3:19])=[CH:17][CH:16]=[CH:15][C:14]=1[Cl:20])=O)[CH3:2].B([O-])=O.[Na+]>CN(C)C=O>[CH2:1]([O:3][C:4](=[O:21])[CH2:5][C:7]1[S:8][CH:9]=[CH:10][C:11]=1[NH:12][C:13]1[C:18]([CH3:19])=[CH:17][CH:16]=[CH:15][C:14]=1[Cl:20])[CH3:2] |f:1.2|. Procedure: 0.32 g (1 mmole) of 3-(2-chloro-6-methylanilino)-2-thiophenglyoxylic acid ethyl ester and 1 g of sodium boranate are warmed to 80° in 10 ml of dimethylformamide for 2 hours. The mixture is then poured onto water and washed with diethyl ether, and the aqueous phase is acidified and extracted with ethyl acetate. Concentration of the organic phase and column chromatography (silica gel/methylene chloride) give, in the first fraction, 3-(2-chloro-6-methylanilino)-2-thiophenacetic acid ethyl ester. Starting materials: Cl.ClC1=CC(=C(C=C1)NN)[N+](=O)[O-] ((4-Chloro-2-nitro-phenyl)hydrazine hydrochloride), C(C(=O)C)(=O)OC (methyl pyruvate), C(C)(=O)[O-].[Na+] (sodium acetate). The solvent is CO (methanol). Run at time 8 hour. Yields the product COC(C(C)=NNC1=C(C=C(C=C1)Cl)[N+](=O)[O-])=O (2-[(4-Chloro-2-nitro-phenyl)hydrazono]propionic acid methyl ester). Isolated yield 78.9%. As a reaction SMILES: Cl.[Cl:2][C:3]1[CH:8]=[CH:7][C:6]([NH:9][NH2:10])=[C:5]([N+:11]([O-:13])=[O:12])[CH:4]=1.[C:14]([O:19][CH3:20])(=[O:18])[C:15]([CH3:17])=O.C([O-])(=O)C.[Na+]>CO>[CH3:20][O:19][C:14](=[O:18])[C:15](=[N:10][NH:9][C:6]1[CH:7]=[CH:8][C:3]([Cl:2])=[CH:4][C:5]=1[N+:11]([O-:13])=[O:12])[CH3:17] |f:0.1,3.4|. Procedure details: (4-Chloro-2-nitro-phenyl)hydrazine hydrochloride (30 g, 0.14 mol) prepared in Step A and methyl pyruvate (14.4 mL, 0.16 mol) were dissolved in methanol (300 mL), and sodium acetate (14.2 g, 0.17 mol) was added thereto. The reaction solution was stirred for 8 h at room temperature, and the resulting yellow solid was filtered, washed with water and methanol, and dried to give the title compound (30 g, Yield 82%). Reactants: C(C)(C)(C)C1=CC(=NO1)NC(=O)NC1=CC(=CC=C1)O (1-(5-tert-butylisoxazol-3-yl)-3-(3-hydroxyphenyl)urea), ClC1=NC=NC2=CC(=CC=C12)OC (4-chloro-7-methoxyquinazoline), Cl (HCl), O1CCOCC1 (dioxane). The solvent is CCOC(=O)C (EtOAc). Yields the product C(C)(C)(C)C1=CC(=NO1)NC(=O)NC1=CC(=CC=C1)OC1=NC=NC2=CC(=CC=C12)OC (1-(5-tert-butylisoxazol-3-yl)-3-(3-(7-methoxyquinazolin-4-yloxy)phenyl)urea), mono-hydrochloride. Yield: 44.0%. Reaction SMILES: [C:1]([C:5]1[O:9][N:8]=[C:7]([NH:10][C:11]([NH:13][C:14]2[CH:19]=[CH:18][CH:17]=[C:16]([OH:20])[CH:15]=2)=[O:12])[CH:6]=1)([CH3:4])([CH3:3])[CH3:2].Cl[C:22]1[C:31]2[C:26](=[CH:27][C:28]([O:32][CH3:33])=[CH:29][CH:30]=2)[N:25]=[CH:24][N:23]=1.Cl.O1CCOCC1>CCOC(C)=O>[C:1]([C:5]1[O:9][N:8]=[C:7]([NH:10][C:11]([NH:13][C:14]2[CH:19]=[CH:18][CH:17]=[C:16]([O:20][C:22]3[C:31]4[C:26](=[CH:27][C:28]([O:32][CH3:33])=[CH:29][CH:30]=4)[N:25]=[CH:24][N:23]=3)[CH:15]=2)=[O:12])[CH:6]=1)([CH3:4])([CH3:2])[CH3:3]. Reported procedure: To 1-(5-tert-butylisoxazol-3-yl)-3-(3-hydroxyphenyl)urea from Example 1A (137 mg, 0.5 mmol) was added 4-chloro-7-methoxyquinazoline (97 mg, 0.5 mmol) according to the procedure described in Example 1B. The resulting compound was dissolved in EtOAc (5 mL) and 4N HCl in dioxane (0.2 mL, 0.8 mmol) was added. The mixture was sonicated, stirred and concentrated in vacuo to give 1-(5-tert-butylisoxazol-3-yl)-3-(3-(7-methoxyquinazolin-4-yloxy)phenyl)urea as the mono-hydrochloride (103 mg, 0.22 mmol, 44... Starting materials: CCI, COC(=O)C(Cc1ccc(-c2ccc(C#N)cc2)cc1)NC(=O)C1Cc2cc3c(cc2CN1S(=O)(=O)c1sc(NC(C)=O)nc1C)OC(c1ccc(OCc2ccc(Cl)c(Cl)c2)cc1)CO3. RXN SMILES: [CH2:67]([CH3:68])[I:69].[CH3:1][O:2][C:3]([CH:4]([CH2:5][c:6]1[cH:7][cH:8][c:9](-[c:12]2[cH:13][cH:14][c:15]([C:18]#[N:19])[cH:16][cH:17]2)[cH:10][cH:11]1)[NH:20][C:21](=[O:22])[CH:23]1[N:24]([S:53](=[O:54])(=[O:55])[c:56]2[c:57]([CH3:65])[n:58][c:59]([NH:61][C:62]([CH3:63])=[O:64])[s:60]2)[CH2:25][c:26]2[cH:27][c:28]3[c:29]([cH:30][c:31]2[CH2:32]1)[O:33][CH2:34][CH:35]([c:37]1[cH:38][cH:39][c:40]([O:43][CH2:44][c:45]2[cH:46][c:47]([Cl:52])[c:48]([Cl:51])[cH:49][cH:50]2)[cH:41][cH:42]1)[O:36]3)=[O:66]>>[CH3:1][O:2][C:3]([CH:4]([CH2:5][c:6]1[cH:7][cH:8][c:9](-[c:12]2[cH:13][cH:14][c:15]([C:18]#[N:19])[cH:16][cH:17]2)[cH:10][cH:11]1)[NH:20][C:21](=[O:22])[CH:23]1[N:24]([S:53](=[O:54])(=[O:55])[c:56]2[c:57]([CH3:65])[n:58][c:59]([N:61]([C:62]([CH3:63])=[O:64])[CH2:67][CH3:68])[s:60]2)[CH2:25][c:26]2[cH:27][c:28]3[c:29]([cH:30][c:31]2[CH2:32]1)[O:33][CH2:34][CH:35]([c:37]1[cH:38][cH:39][c:40]([O:43][CH2:44][c:45]2[cH:46][c:47]([Cl:52])[c:48]([Cl:51])[cH:49][cH:50]2)[cH:41][cH:42]1)[O:36]3)=[O:66]. The product is CCN(C(C)=O)c1nc(C)c(S(=O)(=O)N2Cc3cc4c(cc3CC2C(=O)NC(Cc2ccc(-c3ccc(C#N)cc3)cc2)C(=O)OC)OCC(c2ccc(OCc3ccc(Cl)c(Cl)c3)cc2)O4)s1. Starting materials: C(=O)([O-])[O-].[K+].[K+] (K2CO3), [N+](=O)([O-])C=1C=C(C=CC1N1CCCCC1)N (3-nitro-4-piperidin-1-yl-phenylamine), CN(CCCl)CCCl.Cl (mechlorethamine hydrochloride). The solvent is CCO (EtOH). The product is 70-g, CN1CCN(CC1)C1=CC(=C(C=C1)N1CCCCC1)[N+](=O)[O-] (1-Methyl-4-(3-nitro-4-piperidin-1-yl-phenyl)-piperazine). Yield: 71.3%. RXN SMILES: [N+:1]([C:4]1[CH:5]=[C:6]([NH2:16])[CH:7]=[CH:8][C:9]=1[N:10]1[CH2:15][CH2:14][CH2:13][CH2:12][CH2:11]1)([O-:3])=[O:2].[CH3:17][N:18]([CH2:22][CH2:23]Cl)[CH2:19][CH2:20]Cl.Cl.C([O-])([O-])=O.[K+].[K+]>CCO>[CH3:17][N:18]1[CH2:22][CH2:23][N:16]([C:6]2[CH:7]=[CH:8][C:9]([N:10]3[CH2:11][CH2:12][CH2:13][CH2:14][CH2:15]3)=[C:4]([N+:1]([O-:3])=[O:2])[CH:5]=2)[CH2:20][CH2:19]1 |f:1.2,3.4.5|. Reported procedure: To a solution of 512 mg g (2.31 mmol) of 3-nitro-4-piperidin-1-yl-phenylamine (as prepared in the previous step) and 404 mg (2.10 mmol) of mechlorethamine hydrochloride in 15 mL of EtOH was added 1.45 g (10.5 mmol) of anh K2CO3 and the mixture heated to reflux under Ar for 48 h. The mixture was cooled to RT, concentrated in vacuo, extracted with EtOAc (3×20 mL) and the combined extracts filtered (Celite), and concentrated to a dark oil. Chromatography of the resulting residue on a 70-g silica SP... Reactants: O=P(Cl)(Cl)Cl (POCl3), COC1=NC=CC(=C1)C(=O)NC(\C=C/C(=O)O)=O ((Z)-4-(2-methoxypyridine-4-carboamido)-4-oxobut-2-enoic acid), NNC(=NC1=C(C=CC=C1)Cl)C1=NC=NC=C1 (N-amino-N′-(2-chlorophenyl)pyrimidine-4-carboxamidine). The solvent is C1(=CC=CC=C1)C (PhMe). The product is ClC1=C(C=CC=C1)N1C(=NN=C1\C=C\C=1OC(=NN1)C1=CC(=NC=C1)OC)C1=NC=NC=C1 (4-(4-(2-chlorophenyl)-5-((E)-2-(5-(2-methoxypyridin-4-yl)-1,3,4-oxadiazol-2-yl)vinyl)-4H-1,2,4-triazol-3-yl)pyrimidine). Reaction SMILES: [CH3:1][O:2][C:3]1[CH:8]=[C:7]([C:9]([NH:11]C(=O)/C=C\C(O)=O)=[O:10])[CH:6]=[CH:5][N:4]=1.O=P(Cl)(Cl)Cl.[NH2:24][NH:25][C:26]([C:35]1[CH:40]=[CH:39][N:38]=[CH:37][N:36]=1)=[N:27][C:28]1[CH:33]=[CH:32][CH:31]=[CH:30][C:29]=1[Cl:34]>C1(C)C=CC=CC=1>[Cl:34][C:29]1[CH:30]=[CH:31][CH:32]=[CH:33][C:28]=1[N:27]1[C:6](/[CH:7]=[CH:8]/[C:3]2[O:10][C:9]([C:7]3[CH:6]=[CH:5][N:4]=[C:3]([O:2][CH3:1])[CH:8]=3)=[N:11][N:4]=2)=[N:24][N:25]=[C:26]1[C:35]1[CH:40]=[CH:39][N:38]=[CH:37][N:36]=1. Procedure: To a suspension of (Z)-4-(2-methoxypyridine-4-carboamido)-4-oxobut-2-enoic acid 9 (200 mg, 0.75 mmol) in 20 mL of PhMe was added 0.5 mL of POCl3. The mixture was stirred at reflux for 2 h. After removal of solvent, the residue was dissolved in 20 mL of dichloromethane and added to 150 mg (0.6 mmol) of N-amino-N′-(2-chlorophenyl)pyrimidine-4-carboxamidine 5. The mixture was stirred at ambient temperature for 2 h. After removal of solvent, the residue was suspended in 20 mL of PhMe and refluxed fo...